Dataset: the Open Reaction Database (ORD), a public repository of structured organic reaction records. Task: describe an organic reaction: reactants, conditions, products, and yield The reactants are NC1=C2C(C(=CN(C2=C(C(=C1F)F)F)C1CC1)C(=O)O)=O (5-amino-1-cyclopropyl-6,7,8-trifluoro-1,4-dihydro-4-oxo-quinoline-3-carboxylic acid), Cl.C1(=CC=CC=C1)C=1N=NN(C1)C1CNCC1 (3-(4-phenyl-1,2,3-triazol-1-yl)pyrrolidine hydrochloride), [N+](=[N-])=C1C(CCCCCCCCC1)C1CCCCCCCCCC1 (diazobicycloundecane). The solvent is N1=CC=CC=C1 (pyridine). Conditions: temperature 90 celsius. The product is NC1=C2C(C(=CN(C2=C(C(=C1F)N1CC(CC1)N1N=NC(=C1)C1=CC=CC=C1)F)C1CC1)C(=O)O)=O (5-Amino-1-cyclopropyl-6,8-difluoro-7-[3-(4-Phenyl-1,2,3-triazol-1-yl)pyrrolidin-1-yl]-1,4-dihydro-4-oxoquinoline -3-carboxylic acid). Yield: 9.8%. RXN SMILES: [NH2:1][C:2]1[C:11]([F:12])=[C:10](F)[C:9]([F:14])=[C:8]2[C:3]=1[C:4](=[O:21])[C:5]([C:18]([OH:20])=[O:19])=[CH:6][N:7]2[CH:15]1[CH2:17][CH2:16]1.Cl.[C:23]1([C:29]2[N:30]=[N:31][N:32]([CH:34]3[CH2:38][CH2:37][NH:36][CH2:35]3)[CH:33]=2)[CH:28]=[CH:27][CH:26]=[CH:25][CH:24]=1.[N+](=C1CCCCCCCCCC1C1CCCCCCCCCC1)=[N-]>N1C=CC=CC=1>[NH2:1][C:2]1[C:11]([F:12])=[C:10]([N:36]2[CH2:37][CH2:38][CH:34]([N:32]3[CH:33]=[C:29]([C:23]4[CH:24]=[CH:25][CH:26]=[CH:27][CH:28]=4)[N:30]=[N:31]3)[CH2:35]2)[C:9]([F:14])=[C:8]2[C:3]=1[C:4](=[O:21])[C:5]([C:18]([OH:20])=[O:19])=[CH:6][N:7]2[CH:15]1[CH2:16][CH2:17]1 |f:1.2|. Procedure: A mixture of 5-amino-1-cyclopropyl-6,7,8-trifluoro-1,4-dihydro-4-oxo-quinoline-3-carboxylic acid (100 mg, 0.33 mmol), 3-(4-phenyl-1,2,3-triazol-1-yl)pyrrolidine hydrochloride (160 mg, 0.42 mmol) and diazobicycloundecane (102 mg, 0.67 mmol) in pyridine (5 ml) was heated at 90° C. for 20 hrs. The reaction mixture was concentrated and the residue was diluted with water. The separated solid was filtered, washed with water, methanol and then with CHCl3, followed by acetonitrile to get 16 mg (10%) of ... The reactants are C(C=C)N(C1CCCCC1)C1=C2N=CN(C2=NC=N1)CCCCCCCCC(=O)OC (6-(N-Allyl-N-cyclohexylamino)-9-(8-methoxycarbonyloctyl)-purine), [OH-].[Na+] (sodium hydroxide). The solvent is C(C)O (ethanol). Product: C(C=C)N(C1CCCCC1)C1=C2N=CN(C2=NC=N1)CCCCCCCCC(=O)O (6-(N-Allyl-N-cyclohexylamino)-9-(8-carboxyoctyl)-purine). Yield: 71.0%. As a reaction SMILES: [CH2:1]([N:4]([C:11]1[N:19]=[CH:18][N:17]=[C:16]2[C:12]=1[N:13]=[CH:14][N:15]2[CH2:20][CH2:21][CH2:22][CH2:23][CH2:24][CH2:25][CH2:26][CH2:27][C:28]([O:30]C)=[O:29])[CH:5]1[CH2:10][CH2:9][CH2:8][CH2:7][CH2:6]1)[CH:2]=[CH2:3].[OH-].[Na+]>C(O)C>[CH2:1]([N:4]([C:11]1[N:19]=[CH:18][N:17]=[C:16]2[C:12]=1[N:13]=[CH:14][N:15]2[CH2:20][CH2:21][CH2:22][CH2:23][CH2:24][CH2:25][CH2:26][CH2:27][C:28]([OH:30])=[O:29])[CH:5]1[CH2:10][CH2:9][CH2:8][CH2:7][CH2:6]1)[CH:2]=[CH2:3] |f:1.2|. Procedure details: 3.2 g. (7.5 mmole) of the compound of Example 13 are heated under reflux for 5 hours with 50 ml. 5% aqueous sodium hydroxide solution and 40 ml. ethanol. The reaction mixture is evaporated and the residue is taken up in water, washed with diethyl ether and the aqueous phase is adjusted to pH 6, extracted with dichloromethane, dried and evaporated. After trituration of the residue with diethyl ether, there are obtained 2.2 g. of the title compound (71% of theory); m.p. 100°-102° C. Reactants: CC(N)=S, CN(C)C=O, N#Cc1ncn2c1C1CCCN1C(=O)c1c(Cl)cccc1-2, Cl, [Na+], [OH-], O. The product is NC(=S)c1ncn2c1C1CCCN1C(=O)c1c(Cl)cccc1-2. RXN SMILES: [CH3:22][C:23]([NH2:24])=[S:25].[CH3:30][N:31]([CH3:32])[CH:33]=[O:34].[Cl:1][c:2]1[cH:3][cH:4][cH:5][c:6]2[c:7]1[C:8](=[O:21])[N:9]1[CH:10]([c:11]3[n:12]-2[cH:13][n:14][c:15]3[C:16]#[N:17])[CH2:18][CH2:19][CH2:20]1.[ClH:26].[Na+:28].[OH-:27].[OH2:29]>>[Cl:1][c:2]1[cH:3][cH:4][cH:5][c:6]2[c:7]1[C:8](=[O:21])[N:9]1[CH:10]([c:11]3[n:12]-2[cH:13][n:14][c:15]3[C:16]([NH2:17])=[S:25])[CH2:18][CH2:19][CH2:20]1. Reactants: [H-].[Na+] (sodium hydride), O1CCCC1 (tetrahydrofuran), CC1=CC(=NC(=C1)C)S(=O)(=O)O (4,6-dimethylpyridine-2-sulfonic acid). The solvent is C(C)O (ethanol). Run at time 30 minute. Yields the product CC1=CC(=NC(=C1)C)S(=O)(=O)[O-].[Na+] (sodium 4,6-dimethyl-2-pyridinesulfonate). The yield is 100.5%. Reaction SMILES: [H-].[Na+:2].O1CCCC1.[CH3:8][C:9]1[CH:14]=[C:13]([CH3:15])[N:12]=[C:11]([S:16]([OH:19])(=[O:18])=[O:17])[CH:10]=1>C(O)C>[CH3:8][C:9]1[CH:14]=[C:13]([CH3:15])[N:12]=[C:11]([S:16]([O-:19])(=[O:17])=[O:18])[CH:10]=1.[Na+:2] |f:0.1,5.6|. Procedure details: In a 50 ml flask, sodium hydride (60% in oil) (200 mg, 5 mmol) and tetrahydrofuran (10 ml) were charged, and then 4,6-dimethylpyridine-2-sulfonic acid (935 mg) was gradually added at room temperature. Then, the mixture was stirred at room temperature for about 30 minutes. After the addition of a small amount of ethanol to the reaction mixture, the precipitated crystal was recovered by filtration. The crystal was washed with ethyl acetate and diethyl ether successively and dried to obtain sodium ... The reactants are COC(=O)CBr, O=C([O-])[O-], CN(C)C=O, Cn1c(C(F)(F)F)cnc(-c2cc(O)c(Cl)cc2F)c1=O, [K+], [K+], O. Yields the product COC(=O)COc1cc(-c2ncc(C(F)(F)F)n(C)c2=O)c(F)cc1Cl. Reaction SMILES: [Br:28][CH2:29][C:30](=[O:31])[O:32][CH3:33].[C:22](=[O:23])([O-:24])[O-:25].[CH3:35][N:36]([CH3:37])[CH:38]=[O:39].[Cl:1][c:2]1[cH:3][c:4]([F:21])[c:5](-[c:9]2[c:10](=[O:20])[n:11]([CH3:19])[c:12]([C:15]([F:16])([F:17])[F:18])[cH:13][n:14]2)[cH:6][c:7]1[OH:8].[K+:26].[K+:27].[OH2:34]>>[Cl:1][c:2]1[cH:3][c:4]([F:21])[c:5](-[c:9]2[c:10](=[O:20])[n:11]([CH3:19])[c:12]([C:15]([F:16])([F:17])[F:18])[cH:13][n:14]2)[cH:6][c:7]1[O:8][CH2:29][C:30](=[O:31])[O:32][CH3:33].